From a dataset of the Open Reaction Database (ORD), a public repository of structured organic reaction records. describe an organic reaction: reactants, conditions, products, and yield The reactants are C(C)C1C(CCC(C(OC(C2CCCCN2C(C(C2(C(CC(C(C(CC(CC(=C1)C)C)OC)O2)OC)C)O)=O)=O)=O)C(=CC2CC(C(CC2)O)O)C)C)=O (17-ethyl-1-hydroxy-12-[2'-(3",4"-dihydroxycyclohexyl)-1'-methylvinyl]-23,25-dimethoxy-13,19,21,27-tetramethyl-11,28-dioxa-4-azatricyclo[22.3.1.04,9 ]octacos-18-ene-2,3,10,16-tetraone), N1C=NC=C1 (imidazole), [Si](C)(C)(C(C)(C)C)Cl (tert-butyldimethylsilyl chloride). Run in C(Cl)Cl (methylene chloride). Run at time 21 hour. The product is C(C)C1C(CCC(C(OC(C2CCCCN2C(C(C2(C(CC(C(C(CC(CC(=C1)C)C)OC)O2)OC)C)O)=O)=O)=O)C(=CC2CC(C(CC2)O[Si](C)(C)C(C)(C)C)O)C)C)=O (17-Ethyl-1-hydroxy-12-[2'-(4"-(tert-butyldimethylsiloxy)-3"-hydroxycyclohexyl)-1'-methylvinyl]-23,25-dimethoxy-13,19,21,27-tetramethyl-11,28-dioxa-4-azatricyclo[22.3.1.04,9 ]octacos-18-ene-2,3,10,16-tetraone). The yield is 30.9%. RXN SMILES: [CH2:1]([CH:3]1[CH:29]=[C:28]([CH3:30])[CH2:27][CH:26]([CH3:31])[CH2:25][CH:24]([O:32][CH3:33])[CH:23]2[O:34][C:19]([OH:38])([CH:20]([CH3:37])[CH2:21][CH:22]2[O:35][CH3:36])[C:18](=[O:39])[C:17](=[O:40])[N:16]2[CH:11]([CH2:12][CH2:13][CH2:14][CH2:15]2)[C:10](=[O:41])[O:9][CH:8]([C:42]([CH3:52])=[CH:43][CH:44]2[CH2:49][CH2:48][CH:47]([OH:50])[CH:46]([OH:51])[CH2:45]2)[CH:7]([CH3:53])[CH2:6][CH2:5][C:4]1=[O:54])[CH3:2].N1C=CN=C1.[Si:60](Cl)([C:63]([CH3:66])([CH3:65])[CH3:64])([CH3:62])[CH3:61]>C(Cl)Cl>[CH2:1]([CH:3]1[CH:29]=[C:28]([CH3:30])[CH2:27][CH:26]([CH3:31])[CH2:25][CH:24]([O:32][CH3:33])[CH:23]2[O:34][C:19]([OH:38])([CH:20]([CH3:37])[CH2:21][CH:22]2[O:35][CH3:36])[C:18](=[O:39])[C:17](=[O:40])[N:16]2[CH:11]([CH2:12][CH2:13][CH2:14][CH2:15]2)[C:10](=[O:41])[O:9][CH:8]([C:42]([CH3:52])=[CH:43][CH:44]2[CH2:49][CH2:48][CH:47]([O:50][Si:60]([C:63]([CH3:66])([CH3:65])[CH3:64])([CH3:62])[CH3:61])[CH:46]([OH:51])[CH2:45]2)[CH:7]([CH3:53])[CH2:6][CH2:5][C:4]1=[O:54])[CH3:2]. Procedure: To a solution of 17-ethyl-1-hydroxy-12-[2'-(3",4"-dihydroxycyclohexyl)-1'-methylvinyl]-23,25-dimethoxy-13,19,21,27-tetramethyl-11,28-dioxa-4-azatricyclo[22.3.1.04,9 ]octacos-18-ene-2,3,10,16-tetraone (1.04 g) in dry methylene chloride (25 ml) was added an excess of imidazole (280 mg) followed by tert-butyldimethylsilyl chloride (228 mg). After 21 hours of stirring at room temperature, the mixture was quenched by the addition of half-saturated sodium bicarbonate and extracted with ethyl acetate. ... Starting materials: O=C([O-])[O-], COCOC1=CC2=CCC3C(CCC4(C)C(OCOC)CCC34)C2C=C1O, CCO, CCI, [K+], [K+]. Yields the product CCOC1=CC2C(=CCC3C2CCC2(C)C(OCOC)CCC32)C=C1OCOC. As a reaction SMILES: [C:28](=[O:29])([O-:30])[O-:31].[CH3:1][O:2][CH2:3][O:4][C:5]1=[CH:6][C:7]2=[CH:8][CH2:9][CH:10]3[CH:11]4[CH2:12][CH2:13][CH:14]([O:24][CH2:25][O:26][CH3:27])[C:15]4([CH3:16])[CH2:17][CH2:18][CH:19]3[CH:20]2[CH:21]=[C:22]1[OH:23].[CH3:37][CH2:38][OH:39].[I:34][CH2:35][CH3:36].[K+:32].[K+:33]>>[CH3:1][O:2][CH2:3][O:4][C:5]1=[CH:6][C:7]2=[CH:8][CH2:9][CH:10]3[CH:11]4[CH2:12][CH2:13][CH:14]([O:24][CH2:25][O:26][CH3:27])[C:15]4([CH3:16])[CH2:17][CH2:18][CH:19]3[CH:20]2[CH:21]=[C:22]1[O:23][CH2:35][CH3:36]. As a reaction SMILES: [Cl:1][C:2]1[CH:3]=[CH:4][C:5]([I:11])=[C:6]([CH:10]=1)[C:7](O)=[O:8].[BH4-].[Na+].B(F)(F)F.CCOCC.Cl>O1CCCC1.O>[Cl:1][C:2]1[CH:3]=[CH:4][C:5]([I:11])=[C:6]([CH:10]=1)[CH2:7][OH:8] |f:1.2,3.4|. Product: ClC=1C=CC(=C(CO)C1)I (5-chloro-2-iodobenzyl alcohol). Starting materials: B(F)(F)F.CCOCC (boron trifluoride etherate), ClC=1C=CC(=C(C(=O)O)C1)I (5-chloro-2- iodobenzoic acid), [BH4-].[Na+] (sodium borohydride), Cl (hydrochloric acid). Conditions: time 30 minute. Isolated yield 87.7%. Procedure: A solution of 120 g of 5-chloro-2- iodobenzoic acid (K. Pelz et al., Collect.Czech.Chem.Commun. 33, 1852, 1968) in 145 ml of tetrahydrofuran is stirred and treated at 10°-20° C. for 45 minutes with 16.1 g of sodium borohydride. The mixture is then stirred for 30 minutes at this temperature and treated with a solution of 80.3 g (71.4 ml) of boron trifluoride etherate in 40 ml of tetrahydrofuran. It is stirred for another 3 hours and while cooling with ice-cold water it is decomposed at a maximum ... Solvent: O1CCCC1 (tetrahydrofuran), O (water), O1CCCC1 (tetrahydrofuran). The reactants are [BH4-].[Na+] (NaBH4), NC1=C(C=C(C=C1)NS(=O)(=O)C)[N+](=O)[O-] (N-(4-amino-3-nitrophenyl)methanesulfonamide), [NH4+].[Cl-] (NH4Cl). Reagents/catalysts: [Pd] (Pd/C). The solvent is CO.CCOC(=O)C (MeOH EtOAc). Run at time 1 hour. Product: NC=1C=C(C=CC1N)NS(=O)(=O)C (N-(3,4-diaminophenyl)methanesulfonamide). RXN SMILES: [NH2:1][C:2]1[CH:7]=[CH:6][C:5]([NH:8][S:9]([CH3:12])(=[O:11])=[O:10])=[CH:4][C:3]=1[N+:13]([O-])=O.[BH4-].[Na+].[NH4+].[Cl-]>CO.CCOC(C)=O.[Pd]>[NH2:13][C:3]1[CH:4]=[C:5]([NH:8][S:9]([CH3:12])(=[O:11])=[O:10])[CH:6]=[CH:7][C:2]=1[NH2:1] |f:1.2,3.4,5.6|. Procedure: N-(4-amino-3-nitrophenyl)methanesulfonamide (1.5 g, 6.5 mmol) was dissolved in MeOH/EtOAc(1:1, 160 mL). To the above solution were slowly added 10% Pd/C (110 mg) and NaBH4 (418 mg, 11.0 mmol). The reaction mixture was stirred for 1 h, after which TLC showed absence of starting material. After addition of NH4Cl (400 mg), the reaction mixture was filtered through CELITE. The filtrate was concentrated and the product was used without further purification.